This data is from the Open Reaction Database (ORD), a public repository of structured organic reaction records. The task is: describe an organic reaction: reactants, conditions, products, and yield Reactants: [H-].[Na+] (NaH), C(C=C)Br (Allyl bromide), oil, C1(=CC=CC=C1)C=1C2=CC=C3C(=CC=NC3=C2N=CC1)C1=CC=C(C=C1)CCCCCCO (6-[4-(7-phenyl-1,10-phenanthrolin-4-yl)phenyl]hexan-1-ol), [H-].[Na+] (NaH), O (water). Run in C(C)(=O)OCC (ethyl acetate), CN(C)C=O (DMF). Reaction conditions: temperature 35 celsius, time 24 hour. The product is C(C=C)OCCCCCCC1=CC=C(C=C1)C1=CC=NC2=C3N=CC=C(C3=CC=C12)C1=CC=CC=C1 (4-{4-[6-(Allyloxy)hexyl]phenyl}-7-phenyl-1,10-phenanthroline). Reaction SMILES: [H-].[Na+].[C:3]1([C:9]2[C:10]3[C:19]([N:20]=[CH:21][CH:22]=2)=[C:18]2[C:13]([C:14]([C:23]4[CH:28]=[CH:27][C:26]([CH2:29][CH2:30][CH2:31][CH2:32][CH2:33][CH2:34][OH:35])=[CH:25][CH:24]=4)=[CH:15][CH:16]=[N:17]2)=[CH:12][CH:11]=3)[CH:8]=[CH:7][CH:6]=[CH:5][CH:4]=1.[CH2:36](Br)[CH:37]=[CH2:38].O>CN(C=O)C.C(OCC)(=O)C>[CH2:38]([O:35][CH2:34][CH2:33][CH2:32][CH2:31][CH2:30][CH2:29][C:26]1[CH:25]=[CH:24][C:23]([C:14]2[C:13]3[C:18](=[C:19]4[C:10](=[CH:11][CH:12]=3)[C:9]([C:3]3[CH:4]=[CH:5][CH:6]=[CH:7][CH:8]=3)=[CH:22][CH:21]=[N:20]4)[N:17]=[CH:16][CH:15]=2)=[CH:28][CH:27]=1)[CH:37]=[CH2:36] |f:0.1|. Procedure details: A 60% dispersion of NaH in mineral oil (76.1 mg) is suspended in DMF (10 ml). To this suspension is added 6-[4-(7-phenyl-1,10-phenanthrolin-4-yl)phenyl]hexan-1-ol (657 mg) followed by mixing at room temperature for 3 hrs. Allyl bromide (242 mg) is then added and the mixture is stirred at 35° C. for 24 hours, or until the reaction is judged complete by TLC. Excess NaH is carefully reacted with water and the reaction mixture is then diluted with ethyl acetate. The organic layer is washed with aque... Starting materials: O=C([O-])[O-], NCCOCc1ccccc1, Cc1ccccc1, Cc1cc(-c2cccc(C(F)(F)F)c2)c(Cl)nc1C(=O)N1CCC(N2CCCC2)CC1, [Cs+], [Cs+], CC(=O)[O-], CC(=O)[O-], [Pd+2]. Product: Cc1cc(-c2cccc(C(F)(F)F)c2)c(NCCOCc2ccccc2)nc1C(=O)N1CCC(N2CCCC2)CC1. RXN SMILES: [C:43](=[O:44])([O-:45])[O-:46].[CH2:32]([c:33]1[cH:34][cH:35][cH:36][cH:37][cH:38]1)[O:39][CH2:40][CH2:41][NH2:42].[CH3:49][c:50]1[cH:51][cH:52][cH:53][cH:54][cH:55]1.[Cl:1][c:2]1[c:3](-[c:22]2[cH:23][c:24]([C:28]([F:29])([F:30])[F:31])[cH:25][cH:26][cH:27]2)[cH:4][c:5]([CH3:21])[c:6]([C:8](=[O:9])[N:10]2[CH2:11][CH2:12][CH:13]([N:16]3[CH2:17][CH2:18][CH2:19][CH2:20]3)[CH2:14][CH2:15]2)[n:7]1.[Cs+:47].[Cs+:48].[O-:57][C:58]([CH3:59])=[O:60].[O-:61][C:62]([CH3:63])=[O:64].[Pd+2:56]>>[c:2]1([NH:42][CH2:41][CH2:40][O:39][CH2:32][c:33]2[cH:34][cH:35][cH:36][cH:37][cH:38]2)[c:3](-[c:22]2[cH:23][c:24]([C:28]([F:29])([F:30])[F:31])[cH:25][cH:26][cH:27]2)[cH:4][c:5]([CH3:21])[c:6]([C:8](=[O:9])[N:10]2[CH2:11][CH2:12][CH:13]([N:16]3[CH2:17][CH2:18][CH2:19][CH2:20]3)[CH2:14][CH2:15]2)[n:7]1. Starting materials: ClC1=C(C=C(C=C1)C(F)(F)F)S(=O)(=O)NC1=C(C=CC=C1)NS(=O)(=O)C1=CC=C(C=C1)Cl (2-chloro-N-[2-(4-chloro-benzenesulfonylamino)phenyl]-5-trifluoromethylbenzenesulfonamide), C[O-].[Na+] (sodium methoxide), O1CCOCC1 (dioxane). The solvent is CCOC(=O)C (EtOAc). The product is ClC1=CC=C(C=C1)S(=O)(=O)NC1=C(C=CC=C1)NS(=O)(=O)C1=C(C=CC(=C1)C(F)(F)F)OC (N-[2-(4-chlorobenzenesulfonylamino)phenyl]-2-methoxy-5-trifluoromethylbenzenesulfonamide). Reaction SMILES: ClC1C=[CH:6][C:5]([C:8]([F:11])([F:10])[F:9])=[CH:4][C:3]=1[S:12]([NH:15][C:16]1[CH:21]=[CH:20][CH:19]=[CH:18][C:17]=1[NH:22][S:23]([C:26]1[CH:31]=[CH:30][C:29]([Cl:32])=[CH:28][CH:27]=1)(=[O:25])=[O:24])(=[O:14])=[O:13].C[O-].[Na+].O1[CH2:41][CH2:40][O:39][CH2:38]C1>CCOC(C)=O>[Cl:32][C:29]1[CH:30]=[CH:31][C:26]([S:23]([NH:22][C:17]2[CH:18]=[CH:19][CH:20]=[CH:21][C:16]=2[NH:15][S:12]([C:3]2[CH:4]=[C:5]([C:8]([F:10])([F:9])[F:11])[CH:6]=[CH:41][C:40]=2[O:39][CH3:38])(=[O:13])=[O:14])(=[O:25])=[O:24])=[CH:27][CH:28]=1 |f:1.2|. Procedure details: To a solution of 2-chloro-N-[2-(4-chloro-benzenesulfonylamino)phenyl]-5-trifluoromethylbenzenesulfonamide (0.5 mmol) in dioxane (5 mL), solid sodium methoxide (2 mmol) was added in one portion and the resulting reaction mixture was then heated to reflux for ca. 4 h. After the completion of the reaction, the reaction mixture was cooled to RT and concentrated in vacuo. The residue obtained was redissolved in EtOAc (10 mL) and washed with water (10 mL) and brine (10 mL). The organic phase was dried... Starting materials: N1C=NC2=C1C=C(C=C2)C2=NOC(=N2)C=2C=CC(=C(C=O)C2)OC(C(F)(F)F)C (5-[3-(1H-benzimidazol-6-yl)-1,2,4-oxadiazol-5-yl]-2-(2,2,2-trifluoro-1-methylethoxy)benzaldehyde), P(=O)(O)(O)[O-].[K+] (potassium dihydrogen phosphate), CC(C)=CC (2-methyl-2-butene), Cl(=O)[O-].[Na+] (sodium chlorite). Solvent: CC(C)(C)O (tBuOH), O (water). Run at time 3 hour. Product: Cl.N1C=NC2=C1C=CC(=C2)C2=NOC(=N2)C=2C=CC(=C(C(=O)O)C2)OC(C(F)(F)F)C (5-[3-(1H-benzimidazol-5-yl)-1,2,4-oxadiazol-5-yl]-2-(2,2,2-trifluoro-1-methylethoxy)benzoic acid hydrochloride). Yield: 85.3%. Reaction SMILES: [NH:1]1[C:5]2[CH:6]=[C:7]([C:10]3[N:14]=[C:13]([C:15]4[CH:16]=[CH:17][C:18]([O:23][CH:24]([CH3:29])[C:25]([F:28])([F:27])[F:26])=[C:19]([CH:22]=4)[CH:20]=[O:21])[O:12][N:11]=3)[CH:8]=[CH:9][C:4]=2[N:3]=[CH:2]1.P([O-])(O)(O)=[O:31].[K+].CC(=CC)C.[Cl:41]([O-])=O.[Na+]>CC(O)(C)C.O>[ClH:41].[NH:3]1[C:4]2[CH:9]=[CH:8][C:7]([C:10]3[N:14]=[C:13]([C:15]4[CH:16]=[CH:17][C:18]([O:23][CH:24]([CH3:29])[C:25]([F:27])([F:28])[F:26])=[C:19]([CH:22]=4)[C:20]([OH:31])=[O:21])[O:12][N:11]=3)=[CH:6][C:5]=2[N:1]=[CH:2]1 |f:1.2,4.5,8.9|. Procedure: To a mixed solution of 5-[3-(1H-benzimidazol-6-yl)-1,2,4-oxadiazol-5-yl]-2-(2,2,2-trifluoro-1-methylethoxy)benzaldehyde (83 mg), potassium dihydrogen phosphate (421 mg), and 2-methyl-2-butene (0.5 ml) in tBuOH (2 ml) and water (0.5 ml) was added sodium chlorite (187 mg) at room temperature. The mixed reaction solution was stirred at room temperature for 3 hours, followed by dilution with water (10 ml), and extraction with EtOAc (20 ml). The organic layer was washed with saturated brine, dried ov... The reactants are NC1=NC=CC(=C1N)N[C@H]1[C@H]([C@@H]2C=C[C@H]1C2)C(=O)N ((1S,2S,3R,4R)-3-(2,3-Diamino-pyridin-4-ylamino)-bicyclo[2.2.1]hept-5-ene-2-carboxylic acid amide), COC1=C(C=O)C=CC(=C1)N1CCN(CC1)C (2-methoxy-4-(4-methyl-piperazin-1-yl)-benzaldehyde). Product: COC1=C(C=CC(=C1)N1CCN(CC1)C)C1=NC=2C(=NC=CC2N[C@H]2[C@H]([C@@H]3C=C[C@H]2C3)C(=O)N)N1 ((1S,2S,3R,4R)-3-{2-[2-Methoxy-4-(4-methyl-piperazin-1-yl)-phenyl]-3H-imidazo[4,5-b]pyridin-7-ylamino}-bicyclo[2.2.1]hept-5-ene-2-carboxylic acid amide). The yield is 20.8%. Reaction SMILES: [NH2:1][C:2]1[C:7]([NH2:8])=[C:6]([NH:9][C@@H:10]2[C@@H:15]3[CH2:16][C@@H:12]([CH:13]=[CH:14]3)[C@@H:11]2[C:17]([NH2:19])=[O:18])[CH:5]=[CH:4][N:3]=1.[CH3:20][O:21][C:22]1[CH:29]=[C:28]([N:30]2[CH2:35][CH2:34][N:33]([CH3:36])[CH2:32][CH2:31]2)[CH:27]=[CH:26][C:23]=1[CH:24]=O>>[CH3:20][O:21][C:22]1[CH:29]=[C:28]([N:30]2[CH2:31][CH2:32][N:33]([CH3:36])[CH2:34][CH2:35]2)[CH:27]=[CH:26][C:23]=1[C:24]1[NH:1][C:2]2=[N:3][CH:4]=[CH:5][C:6]([NH:9][C@@H:10]3[C@@H:15]4[CH2:16][C@@H:12]([CH:13]=[CH:14]4)[C@@H:11]3[C:17]([NH2:19])=[O:18])=[C:7]2[N:8]=1. Reported procedure: In a similar fashion to Compound LXXXVII, (1S,2S,3R,4R)-3-(2,3-Diamino-pyridin-4-ylamino)-bicyclo[2.2.1]hept-5-ene-2-carboxylic acid amide (50.0 mg, 0.193 mmol) and 2-methoxy-4-(4-methyl-piperazin-1-yl)-benzaldehyde (49.7 mg, 0.212 mmol) were reacted to produce 19 mg (21%) of the title compound. mp: 185-195° C., 1H NMR (300 MHz, DMSO-d6): 11.87 (s, 1H), 8.01 (s, 1H), 7.87 (s, 1H), 7.65 (s, 1H), 7.16 (s, 1H), 6.73 (m, 1H), 6.68 (s, 1H), 6.60 (s, 1H), 6.37 (s, 1H), 6.32 (s, 2H), 3.95 (s, 4H), 2.86... The product is BrC=1C=C2C3(N=C(OC3)N)C3(COC3)C(OC2=CC1)(C)C (6′-bromo-2′,2′-dimethyldispiro[1,3-oxazole-4,4′-chromene-3′,3″-oxetan]-2-amine). Reported procedure: Under an argon atmosphere, to a mixture of 6-bromo-2,2-dimethyl-4-methylene-4H-spiro[chromene-3,3′-oxetane] (504 mg, 1.71 mmol), silver cyanate (384 mg, 2.56 mmol) and EtOAc-MeCN (1:1, 5.0 mL) was added iodine (649 mg, 2.56 mmol) over 5 minutes in an ice-water bath. After stirring for 30 minutes at the same temperature, the mixture was filtered through celite pad. The filtrate was washed with saturated aqueous Na2S2O3 and brine, dried over MgSO4 and filtered. After concentration of the filtrate ... The reactants are BrC=1C=C2C(C3(COC3)C(OC2=CC1)(C)C)=C (6-bromo-2,2-dimethyl-4-methylene-4H-spiro[chromene-3,3′-oxetane]), CCOC(=O)C.CC#N (EtOAc MeCN), N (ammonia), II (iodine). Run at time 30 minute. As a reaction SMILES: [Br:1][C:2]1[CH:3]=[C:4]2[C:12](=C[CH:14]=1)[O:11][C:10]([CH3:16])([CH3:15])[C:6]1([CH2:9][O:8][CH2:7]1)C2=C.C[CH2:19][O:20][C:21](C)=O.[CH3:24][C:25]#[N:26].II.[NH3:29]>[Ag]OC#N.CCO>[Br:1][C:2]1[CH:14]=[C:24]2[C:12](=[CH:4][CH:3]=1)[O:11][C:10]([CH3:15])([CH3:16])[C:6]1([CH2:7][O:8][CH2:9]1)[C:25]12[CH2:21][O:20][C:19]([NH2:29])=[N:26]1 |f:1.2|. The reagents and catalysts are [Ag]OC#N (silver cyanate). Run in CCO (EtOH). Reactants: solution, C[Mg]Br (methylmagnesium bromide), C(C)OCC (diethyl ether), C(CCC)C=1NC2=CC=C(C=C2C(N1)=O)C(=O)OC (methyl 2-butyl-1,4-dihydro-4-oxo-6-quinazolinecarboxylate). The solvent is O1CCCC1 (tetrahydrofuran), O (water). Run at temperature 0 celsius, time 0.5 hour. Yields the product C(CCC)C=1NC2=CC=C(C=C2C(N1)=O)C(C)(C)O (2-Butyl-6-(1-hydroxy-1-methylethyl)-4(1H)-quinazolinone). Reaction SMILES: [CH2:1]([C:5]1[NH:6][C:7]2[C:12]([C:13](=[O:15])[N:14]=1)=[CH:11][C:10](C(OC)=O)=[CH:9][CH:8]=2)[CH2:2][CH2:3][CH3:4].[CH3:20][Mg]Br.C([O:25][CH2:26][CH3:27])C>O1CCCC1.O>[CH2:1]([C:5]1[NH:6][C:7]2[C:12]([C:13](=[O:15])[N:14]=1)=[CH:11][C:10]([C:26]([OH:25])([CH3:27])[CH3:20])=[CH:9][CH:8]=2)[CH2:2][CH2:3][CH3:4]. Procedure: To a solution of 0.075 g of methyl 2-butyl-1,4-dihydro-4-oxo-6-quinazolinecarboxylate in 5 ml of dry tetrahydrofuran, cooled to 0° C., is added dropwise 0.51 ml of a solution of 3.0M methylmagnesium bromide in diethyl ether. The reaction is stirred at 0° C. for 0.5 hours and then at room temperature for 1 hour followed by quenching with 10 ml of saturated ammonium chloride solution. The resulting reaction mixture is diluted with 10 ml of water and extracted with ethyl acetate. The combined organ... RXN SMILES: C([S:4][CH:5]1[CH2:8][N:7]([C:9]2[S:10][CH:11]=[C:12]([C:14](=[O:32])[NH:15][CH2:16][CH2:17][NH:18][C:19]([O:21][CH2:22][C:23]3[CH:28]=[CH:27][C:26]([N+:29]([O-:31])=[O:30])=[CH:25][CH:24]=3)=[O:20])[N:13]=2)[CH2:6]1)(=O)C.C(O)(=O)C.NN.C1(P(O[C:54]2[C@H:55]([CH3:78])[C@H:56]3[C@@H:73]([C@H:74]([OH:76])[CH3:75])[C:72](=[O:77])[N:57]3[C:58]=2[C:59]([O:61][CH2:62][C:63]2[CH:68]=[CH:67][C:66]([N+:69]([O-:71])=[O:70])=[CH:65][CH:64]=2)=[O:60])(C2C=CC=CC=2)=O)C=CC=CC=1.C(N(C(C)C)CC)(C)C.C(=O)([O-])O.[Na+]>CN(C)C=O.C(#N)C.C(OCC)(=O)C>[N+:29]([C:26]1[CH:25]=[CH:24][C:23]([CH2:22][O:21][C:19]([NH:18][CH2:17][CH2:16][NH:15][C:14]([C:12]2[N:13]=[C:9]([N:7]3[CH2:8][CH:5]([S:4][C:54]4[C@H:55]([CH3:78])[C@@H:56]5[C@@H:73]([C@H:74]([OH:76])[CH3:75])[C:72](=[O:77])[N:57]5[C:58]=4[C:59]([O:61][CH2:62][C:63]4[CH:64]=[CH:65][C:66]([N+:69]([O-:71])=[O:70])=[CH:67][CH:68]=4)=[O:60])[CH2:6]3)[S:10][CH:11]=2)=[O:32])=[O:20])=[CH:28][CH:27]=1)([O-:31])=[O:30] |f:1.2,5.6|. Procedure: To a solution of 3-acetylthio-1-{4-[(2-(p-nitrobenzyloxycarbonylamino)ethyl)carbamoyl]-1,3-thiazol-2-yl}azetidine (330.6 mg, 0.68 mmol) (obtained as described in Reference Example 56) in dimethylformamide (17 ml) was added hydrazine acetate (82 mg, 0.89 mmol) at room temperature under an atmosphere of nitrogen and the mixture was stirred for 1 hour. After checking the completion of the reaction, a solution of p-nitrobenzyl (1R,5S,6S)-2-(diphenylphosphoryloxy)-6-[(R)-1-hydroxyethyl]-1-methylcarba... Reactants: C1(=CC=CC=C1)P(=O)(C1=CC=CC=C1)OC=1[C@@H]([C@@H]2N(C1C(=O)OCC1=CC=C(C=C1)[N+](=O)[O-])C([C@@H]2[C@@H](C)O)=O)C (p-nitrobenzyl (1R,5S,6S)-2-(diphenylphosphoryloxy)-6-[(R)-1-hydroxyethyl]-1-methylcarbapen-2-em-3-carboxylate), C(C)(C)N(CC)C(C)C (diisopropylethylamine), C(C)(=O)SC1CN(C1)C=1SC=C(N1)C(NCCNC(=O)OCC1=CC=C(C=C1)[N+](=O)[O-])=O (3-acetylthio-1-{4-[(2-(p-nitrobenzyloxycarbonylamino)ethyl)carbamoyl]-1,3-thiazol-2-yl}azetidine), C(C)(=O)O.NN (hydrazine acetate), C(O)([O-])=O.[Na+] (sodium hydrogencarbonate). The yield is 65.5%. Reaction conditions: time 1 hour. Solvent: C(C)#N (acetonitrile), CN(C=O)C (dimethylformamide), C(C)(=O)OCC (ethyl acetate). The product is [N+](=O)([O-])C1=CC=C(COC(=O)NCCNC(=O)C=2N=C(SC2)N2CC(C2)SC=2[C@@H]([C@H]3N(C2C(=O)OCC2=CC=C(C=C2)[N+](=O)[O-])C([C@@H]3[C@@H](C)O)=O)C)C=C1 (p-nitrobenzyl (1R,5S,6S)-2-(1-{4-[(2-(p-nitrobenzyloxycarbonylamino)ethyl)carbamoyl]-1,3-thiazol-2-yl}azetidin-3-yl)thio-6-[(R)-1-hydroxyethyl]-1-methylcarbapen-2-em-3-carboxylate). Starting materials: CCOC(=O)C(F)=C(C)C=CC(F)=C(CC)c1cc2c(cc1OCOC)C(C)(C)CCC2(C)C, C1CCOC1, Cl. Yields the product CCOC(=O)C(F)=C(C)C=CC(F)=C(CC)c1cc2c(cc1O)C(C)(C)CCC2(C)C. RXN SMILES: [CH2:1]([CH3:2])[O:3][C:4]([C:5](=[C:6]([CH:7]=[CH:8][C:9](=[C:10]([CH2:11][CH3:12])[c:13]1[cH:14][c:15]2[c:20]([cH:21][c:22]1[O:23][CH2:24][O:25][CH3:26])[C:19]([CH3:27])([CH3:28])[CH2:18][CH2:17][C:16]2([CH3:29])[CH3:30])[F:31])[CH3:32])[F:33])=[O:34].[CH2:36]1[O:37][CH2:38][CH2:39][CH2:40]1.[ClH:35]>>[CH2:1]([CH3:2])[O:3][C:4]([C:5](=[C:6]([CH:7]=[CH:8][C:9](=[C:10]([CH2:11][CH3:12])[c:13]1[cH:14][c:15]2[c:20]([cH:21][c:22]1[OH:23])[C:19]([CH3:27])([CH3:28])[CH2:18][CH2:17][C:16]2([CH3:29])[CH3:30])[F:31])[CH3:32])[F:33])=[O:34]. As a reaction SMILES: [Br:29][c:30]1[c:31]([CH2:32][NH2:33])[cH:34][cH:35][cH:36][cH:37]1.[CH2:1]([CH3:2])[c:3]1[c:4](=[O:28])[nH:5][c:6](=[O:27])[n:7]([CH:8]2[CH2:9][CH:10]([OH:11])[CH:12]([CH2:13][O:14][S:15]([c:16]3[cH:17][cH:18][c:19]([CH3:20])[cH:21][cH:22]3)(=[O:23])=[O:24])[O:25]2)[cH:26]1.[CH3:43][OH:44].[O:38]=[CH:39][N:40]([CH3:41])[CH3:42].[OH2:45]>>[CH2:1]([CH3:2])[c:3]1[c:4](=[O:28])[nH:5][c:6](=[O:27])[n:7]([CH:8]2[CH2:9][CH:10]([OH:11])[CH:12]([CH2:13][NH:33][CH2:32][c:31]3[c:30]([Br:29])[cH:37][cH:36][cH:35][cH:34]3)[O:25]2)[cH:26]1. Reactants: NCc1ccccc1Br, CCc1cn(C2CC(O)C(COS(=O)(=O)c3ccc(C)cc3)O2)c(=O)[nH]c1=O, CO, CN(C)C=O, O. Product: CCc1cn(C2CC(O)C(CNCc3ccccc3Br)O2)c(=O)[nH]c1=O.